Dataset: the Open Reaction Database (ORD), a public repository of structured organic reaction records. Task: describe an organic reaction: reactants, conditions, products, and yield Reactants: C(C)OC(C1=CC=C(C=C1)NC(C1=CC(=CC=C1)N)=O)=O (4-(3-amino-benzoylamino)-benzoic acid ethyl ester), C1(=CC=CC=C1)S(=O)(=O)Cl (benzensulfonyl chloride). Solvent: N1=CC=CC=C1 (pyridine), N1=CC=CC=C1 (pyridine). Conditions: time 8 hour. Yields the product C(C)OC(C1=CC=C(C=C1)NC(C1=CC(=CC=C1)NS(=O)(=O)C1=CC=CC=C1)=O)=O (4-(3-benzenesulfonylamino-benzoylamino)-benzoic acid ethyl ester). RXN SMILES: [CH2:1]([O:3][C:4](=[O:21])[C:5]1[CH:10]=[CH:9][C:8]([NH:11][C:12](=[O:20])[C:13]2[CH:18]=[CH:17][CH:16]=[C:15]([NH2:19])[CH:14]=2)=[CH:7][CH:6]=1)[CH3:2].[C:22]1([S:28](Cl)(=[O:30])=[O:29])[CH:27]=[CH:26][CH:25]=[CH:24][CH:23]=1>N1C=CC=CC=1>[CH2:1]([O:3][C:4](=[O:21])[C:5]1[CH:6]=[CH:7][C:8]([NH:11][C:12](=[O:20])[C:13]2[CH:18]=[CH:17][CH:16]=[C:15]([NH:19][S:28]([C:22]3[CH:27]=[CH:26][CH:25]=[CH:24][CH:23]=3)(=[O:30])=[O:29])[CH:14]=2)=[CH:9][CH:10]=1)[CH3:2]. Reported procedure: A solution of 4-(3-amino-benzoylamino)-benzoic acid ethyl ester (50.0 mg, 0.18 mmol) in pyridine (0.40 ml) was treated with a solution of benzensulfonyl chloride (31.0 mg, 0.18 mmol) in pyridine (0.10 ml). The mixture was stirred at room temperature overnight. The solvent was evaporated, yielding crude 4-(3-benzenesulfonylamino-benzoylamino)-benzoic acid ethyl ester, MS (ISP): m/e=425.1 (M+H+), which was used as such in the next step. Starting materials: CCOCC1(N(C(=O)CC)c2ccccc2)CCN(Cc2ccccc2)CC1, CC(=O)O, [H][H]. Product: CCOCC1(N(C(=O)CC)c2ccccc2)CCNCC1. Reaction SMILES: [CH2:1]([CH3:2])[O:3][CH2:4][C:5]1([N:18]([C:19]([CH2:20][CH3:21])=[O:22])[c:23]2[cH:24][cH:25][cH:26][cH:27][cH:28]2)[CH2:6][CH2:7][N:8]([CH2:11][c:12]2[cH:13][cH:14][cH:15][cH:16][cH:17]2)[CH2:9][CH2:10]1.[CH3:31][C:32](=[O:33])[OH:34].[H:29][H:30]>>[CH2:1]([CH3:2])[O:3][CH2:4][C:5]1([N:18]([C:19]([CH2:20][CH3:21])=[O:22])[c:23]2[cH:24][cH:25][cH:26][cH:27][cH:28]2)[CH2:6][CH2:7][NH:8][CH2:9][CH2:10]1. Reactants: ClC=1C(=NC=CC1)C(=O)O (3-Chloropyridine-2-carboxylic acid), S(=O)(Cl)Cl (thionyl chloride), NC1=CC=C(C=C1)N1C2=C(NC(CC1=O)=O)C1=CC=CC=C1C=C2 (5-(4-aminophenyl)-1H-naphtho[1,2-b][1,4]diazepine-2,4(3H,5H)-dione). Run in ClC(C)Cl (dichloroethane). Yields the product ClC=1C(=NC=CC1)C(=O)NC1=CC=C(C=C1)N1C2=C(NC(CC1=O)=O)C1=CC=CC=C1C=C2 (5-[4-[[(3-Chloropyridin-2-yl)carbonyl]amino]phenyl]-1H-naphtho[1,2-b][1,4]diazepine-2,4(3H,5H)-dione). Yield: 44.9%. As a reaction SMILES: [Cl:1][C:2]1[C:3]([C:8]([OH:10])=O)=[N:4][CH:5]=[CH:6][CH:7]=1.S(Cl)(Cl)=O.[NH2:15][C:16]1[CH:21]=[CH:20][C:19]([N:22]2[C:28](=[O:29])[CH2:27][C:26](=[O:30])[NH:25][C:24]3[C:31]4[C:36]([CH:37]=[CH:38][C:23]2=3)=[CH:35][CH:34]=[CH:33][CH:32]=4)=[CH:18][CH:17]=1>ClC(Cl)C>[Cl:1][C:2]1[C:3]([C:8]([NH:15][C:16]2[CH:21]=[CH:20][C:19]([N:22]3[C:28](=[O:29])[CH2:27][C:26](=[O:30])[NH:25][C:24]4[C:31]5[C:36]([CH:37]=[CH:38][C:23]3=4)=[CH:35][CH:34]=[CH:33][CH:32]=5)=[CH:18][CH:17]=2)=[O:10])=[N:4][CH:5]=[CH:6][CH:7]=1. Procedure: 3-Chloropyridine-2-carboxylic acid (47 mg, 0.3 mmol) was treated with thionyl chloride in dichloroethane, and then by using the resultant together with 5-(4-aminophenyl)-1H-naphtho[1,2-b][1,4]diazepine-2,4(3H,5H)-dione (63 mg, 0.2 mmol) obtained in Example 1, (3), the title compound (41 mg, yield 45%) was obtained as pale brown crystals in the same manner as that of Example 1, (4). The reactants are CC(C)CCC(=O)Cl, CS(=O)(=O)c1ccc(Oc2ncnc3c2cnn3C2CCNCC2)cc1, CCN(C(C)C)C(C)C, ClCCl, O=C(O)C(F)(F)F. The product is CC(C)CCC(=O)N1CCC(n2ncc3c(Oc4ccc(S(C)(=O)=O)cc4)ncnc32)CC1. As a reaction SMILES: [CH3:43][CH:44]([CH2:45][CH2:46][C:47](=[O:48])[Cl:49])[CH3:50].[CH3:8][S:9](=[O:10])(=[O:11])[c:12]1[cH:13][cH:14][c:15]([O:16][c:17]2[c:18]3[c:19]([n:20][cH:21][n:22]2)[n:23]([CH:26]2[CH2:27][CH2:28][NH:29][CH2:30][CH2:31]2)[n:24][cH:25]3)[cH:32][cH:33]1.[CH:34]([N:35]([CH2:36][CH3:37])[CH:38]([CH3:39])[CH3:40])([CH3:41])[CH3:42].[Cl:51][CH2:52][Cl:53].[F:1][C:2]([F:3])([F:4])[C:5]([OH:6])=[O:7]>>[CH3:8][S:9](=[O:10])(=[O:11])[c:12]1[cH:13][cH:14][c:15]([O:16][c:17]2[c:18]3[c:19]([n:20][cH:21][n:22]2)[n:23]([CH:26]2[CH2:27][CH2:28][N:29]([C:47]([CH2:46][CH2:45][CH:44]([CH3:43])[CH3:50])=[O:48])[CH2:30][CH2:31]2)[n:24][cH:25]3)[cH:32][cH:33]1. The reactants are ClCCl, CCO, CCCCCC, [Cl-], [Na+], [OH-], O, O, N#Cc1cc([N+](=O)[O-])ccc1Sc1ccccc1. Yields the product N#Cc1cc(N)ccc1Sc1ccccc1. RXN SMILES: [CH2:33]([Cl:34])[Cl:35].[CH3:19][CH2:20][OH:21].[CH3:27][CH2:28][CH2:29][CH2:30][CH2:31][CH3:32].[Cl-:24].[Na+:26].[OH-:25].[OH2:22].[OH2:23].[c:1]1([S:7][c:8]2[c:9]([C:17]#[N:18])[cH:10][c:11]([N+:14]([O-:15])=[O:16])[cH:12][cH:13]2)[cH:2][cH:3][cH:4][cH:5][cH:6]1>>[c:1]1([S:7][c:8]2[c:9]([C:17]#[N:18])[cH:10][c:11]([NH2:14])[cH:12][cH:13]2)[cH:2][cH:3][cH:4][cH:5][cH:6]1. Reactants: C(C1=CC=CC=C1)OC=1C=C2C=CNC2=CC1C(C)C (5-Benzyloxy-6-isopropyl-1H-indole), N1C=CC2=CC=CC=C12 (indole), C(C)[Mg]Br (Ethyl magnesium bromide), C[C@@]12CCN([C@@H]1N(C3=C2C=C(C=C3)OC(=O)NC)C)C ((−) Physostigmine), Sulfoxides, ice water, CI (Methyl iodide). The solvent is C1CCOC1 (THF). Conditions: time 4 hour. Yields the product C(C1=CC=CC=C1)OC=1C=C2C(=CNC2=CC1C(C)C)C (5-benzyloxy-6-isopropyl-3-methyl-1H-indole). As a reaction SMILES: N1C2C(=CC=CC=2)C=[CH:2]1.C[C@]12C3C=C(OC(NC)=O)C=CC=3N(C)[C@H]1N(C)CC2.[CH2:30]([O:37][C:38]1[CH:39]=[C:40]2[C:44](=[CH:45][C:46]=1[CH:47]([CH3:49])[CH3:48])[NH:43][CH:42]=[CH:41]2)[C:31]1[CH:36]=[CH:35][CH:34]=[CH:33][CH:32]=1.C([Mg]Br)C.CI>C1COCC1>[CH2:30]([O:37][C:38]1[CH:39]=[C:40]2[C:44](=[CH:45][C:46]=1[CH:47]([CH3:49])[CH3:48])[NH:43][CH:42]=[C:41]2[CH3:2])[C:31]1[CH:32]=[CH:33][CH:34]=[CH:35][CH:36]=1. Procedure details: The methylation carried out in this step follows the procedure for indole alkylation reported by Marino et al. in “The Enantioselective Synthesis of (−) Physostigmine Via Chiral Sulfoxides”, J. Am. Chem. Soc. (1992), 114, 5566-5572. 5-Benzyloxy-6-isopropyl-1H-indole (0.855 g, 3.22 mmol) was dissolved in 20 mL of dry THF, and the resulting solution was cooled in an ice bath. Ethyl magnesium bromide (4.9 ml, 4.9 mmol in ether) was added dropwise to the solution, and the solution was then stirred f...